The task is: describe an organic reaction: reactants, conditions, products, and yield. This data is from the Open Reaction Database (ORD), a public repository of structured organic reaction records. The reactants are C[O-], [Cl-], Cn1c(-c2ccncc2F)nc2cc(C(F)(F)F)ccc21, [NH4+], [Na+], CN(C)C=O. The product is COc1cnccc1-c1nc2cc(C(F)(F)F)ccc2n1C. RXN SMILES: [CH3:22][O-:23].[Cl-:25].[F:1][c:2]1[cH:3][n:4][cH:5][cH:6][c:7]1-[c:8]1[n:9][c:10]2[c:11]([n:12]1[CH3:13])[cH:14][cH:15][c:16]([C:18]([F:19])([F:20])[F:21])[cH:17]2.[NH4+:26].[Na+:24].[O:27]=[CH:28][N:29]([CH3:30])[CH3:31]>>[c:2]1([O:23][CH3:22])[cH:3][n:4][cH:5][cH:6][c:7]1-[c:8]1[n:9][c:10]2[c:11]([n:12]1[CH3:13])[cH:14][cH:15][c:16]([C:18]([F:19])([F:20])[F:21])[cH:17]2. Starting materials: C(C)(C)(C)[Li] (t-Butyl-lithium), Cl (hydrochloric acid), solution, Br[C@H]1[C@@H](C1)C1=CC(=C(C=C1)Cl)Cl (trans-1-bromo-2-(3,4-dichlorophenyl)cyclopropane), FC(C(C#C[Si](C)(C)C)=O)(F)F (1,1,1-trifluoro-4-trimethylsilylbut-3-yn-2-one). Solvent: O (water), CO (methanol), C(C)OCC (diethyl ether), C(C)OCC (diethyl ether), O1CCCC1 (tetrahydrofuran), O1CCCC1 (tetrahydrofuran). Run at temperature -100 celsius, time 1 hour. Product: ClC=1C=C(C=CC1Cl)C1C(C1)C(C(F)(F)F)(C#C)O (2-[2-(3,4-dichlorophenyl)cyclopropyl]-1,1,1-trifluorobut-3-yn-2-ol). RXN SMILES: C([Li])(C)(C)C.Br[C@@H:7]1[CH2:9][C@H:8]1[C:10]1[CH:15]=[CH:14][C:13]([Cl:16])=[C:12]([Cl:17])[CH:11]=1.[F:18][C:19]([F:29])([F:28])[C:20](=[O:27])[C:21]#[C:22][Si](C)(C)C.Cl>C(OCC)C.O1CCCC1.O.CO>[Cl:17][C:12]1[CH:11]=[C:10]([CH:8]2[CH2:9][CH:7]2[C:20]([OH:27])([C:21]#[CH:22])[C:19]([F:29])([F:28])[F:18])[CH:15]=[CH:14][C:13]=1[Cl:16]. Procedure details: t-Butyl-lithium (1.1 ml. of a 1.8 molar solution in diethyl ether) was added dropwise to a solution of trans-1-bromo-2-(3,4-dichlorophenyl)cyclopropane (0.53 g.) in a mixture of diethyl ether (18 ml.) and tetrahydrofuran (2 ml.) which was maintained at -100° C., and the mixture was stirred at that temperature for 1 hour. A solution of 1,1,1-trifluoro-4-trimethylsilylbut-3-yn-2-one (0.39 g.) in tetrahydrofuran (5 ml.) was added dropwise, the mixture was stirred at -100° C. for 2 hours and a mixtu... Reactants: CCc1c(NC(=O)OCC2COCCN2C(=O)O)cn2ncnc(Nc3ccc4c(cnn4Cc4ccccc4)c3)c12, ClCCl, [Na+], [Na+], O=C([O-])[O-], O=C(O)C(F)(F)F. Product: CCc1c(NC(=O)O)cn2ncnc(Nc3ccc4c(cnn4Cc4ccccc4)c3)c12. RXN SMILES: [CH2:1]([CH3:2])[c:3]1[c:4]([NH:29][C:30](=[O:31])[O:32][CH2:33][CH:34]2[N:35]([C:36]([OH:37])=[O:38])[CH2:39][CH2:40][O:41][CH2:42]2)[cH:5][n:6]2[n:7][cH:8][n:9][c:10]([NH:12][c:13]3[cH:14][c:15]4[cH:16][n:17][n:18]([CH2:22][c:23]5[cH:24][cH:25][cH:26][cH:27][cH:28]5)[c:19]4[cH:20][cH:21]3)[c:11]12.[CH2:56]([Cl:57])[Cl:58].[Na+:50].[Na+:51].[O-:52][C:53](=[O:54])[O-:55].[OH:43][C:44]([C:45]([F:46])([F:47])[F:48])=[O:49]>>[CH2:1]([CH3:2])[c:3]1[c:4]([NH:29][C:30](=[O:31])[OH:32])[cH:5][n:6]2[n:7][cH:8][n:9][c:10]([NH:12][c:13]3[cH:14][c:15]4[cH:16][n:17][n:18]([CH2:22][c:23]5[cH:24][cH:25][cH:26][cH:27][cH:28]5)[c:19]4[cH:20][cH:21]3)[c:11]12. The reactants are BrC=1C=C(C(=O)OC)C=CC1OCC1CC1 (methyl 3-bromo-4-(cyclopropylmethoxy)benzoate), C(#N)C=1C=C(C(=O)OC)C=C(C1)OC(C)C (methyl 3-cyano-5-isopropoxybenzoate). Product: C(#N)C=1C=C(C(=O)OC)C=CC1OCC1CC1 (Methyl 3-cyano-4-(cyclopropylmethoxy)benzoate). Reaction SMILES: Br[C:2]1[CH:3]=[C:4]([CH:9]=[CH:10][C:11]=1[O:12][CH2:13][CH:14]1[CH2:16][CH2:15]1)[C:5]([O:7][CH3:8])=[O:6].[C:17](C1C=C(C=C(OC(C)C)C=1)C(OC)=O)#[N:18]>>[C:17]([C:2]1[CH:3]=[C:4]([CH:9]=[CH:10][C:11]=1[O:12][CH2:13][CH:14]1[CH2:16][CH2:15]1)[C:5]([O:7][CH3:8])=[O:6])#[N:18]. Reported procedure: Prepared from methyl 3-bromo-4-(cyclopropylmethoxy)benzoate according to the procedure for methyl 3-cyano-5-isopropoxybenzoate. LCMS-ESI (m/z) calculated for C13H13NO3: 231.3; no m/z observed, tR=3.97 min. The reactants are ClCCCN1S(NC2=C(C1)C=CC=C2)(=O)=O (3-(3-chloropropyl)-3,4-dihydro-1H-2,1,3-benzothiadiazine 2,2-dioxide), COC=1C=C(C=CC1)B(O)O (m-methoxyphenylboronic acid). The product is ClCCCN1S(N(C2=C(C1)C=CC=C2)C2=CC(=CC=C2)OC)(=O)=O (3-(3-chloropropyl)-1-(3-methoxyphenyl)-3,4-dihydro-1H-2,1,3-benzothiadiazine 2,2-dioxide). As a reaction SMILES: [Cl:1][CH2:2][CH2:3][CH2:4][N:5]1[CH2:10][C:9]2[CH:11]=[CH:12][CH:13]=[CH:14][C:8]=2[NH:7][S:6]1(=[O:16])=[O:15].[CH3:17][O:18][C:19]1[CH:20]=[C:21](B(O)O)[CH:22]=[CH:23][CH:24]=1>>[Cl:1][CH2:2][CH2:3][CH2:4][N:5]1[CH2:10][C:9]2[CH:11]=[CH:12][CH:13]=[CH:14][C:8]=2[N:7]([C:23]2[CH:22]=[CH:21][CH:20]=[C:19]([O:18][CH3:17])[CH:24]=2)[S:6]1(=[O:16])=[O:15]. Procedure details: In an analogous manner to Example 1 step 7, 3-(3-chloropropyl)-3,4-dihydro-1H-2,1,3-benzothiadiazine 2,2-dioxide (456 mg) was coupled to m-methoxyphenylboronic acid to provide 3-(3-chloropropyl)-1-(3-methoxyphenyl)-3,4-dihydro-1H-2,1,3-benzothiadiazine 2,2-dioxide (63 mg): Reactants: CC1(C(NC1C1=CC=CC=C1)=O)C (3,3-dimethyl-4-phenylazetidin-2-one), Cl[Si](C)(C)C (chlorotrimethylsilane), CO (methanol). Yields the product C1(=CC=CC=C1)C(C(C(=O)OC)(C)C)N (methyl 3-phenyl-3-amino-2,2-dimethylpropanoate). Yield: 98.0%. As a reaction SMILES: [CH3:1][C:2]1([CH3:13])[CH:5]([C:6]2[CH:11]=[CH:10][CH:9]=[CH:8][CH:7]=2)[NH:4][C:3]1=[O:12].Cl[Si](C)(C)C.[CH3:19][OH:20]>>[C:6]1([CH:5]([NH2:4])[C:2]([CH3:13])([CH3:1])[C:3]([O:20][CH3:19])=[O:12])[CH:11]=[CH:10][CH:9]=[CH:8][CH:7]=1. Procedure: A solution of 15.4 g of 3,3-dimethyl-4-phenylazetidin-2-one and 14.3 g of chlorotrimethylsilane in 150 cm3 of anhydrous methanol are refluxed for 6 hours. The solution is then evaporated and ethyl acetate and aqueous sodium bicarbonate at 5% are added. The organic phase is washed with water, is dried on sodium sulphate, and is then evaporated, obtaining 17.8 g of methyl 3-phenyl-3-amino-2,2-dimethylpropanoate (yield 98%).